From a dataset of the Open Reaction Database (ORD), a public repository of structured organic reaction records. describe an organic reaction: reactants, conditions, products, and yield Reactants: BrC1=CC(=C(C=O)C=C1)OCC#CC1=NOC(=C1C(F)(F)F)C1=CC=CC=C1 (4-bromo-2-(3-(5-phenyl-4-(trifluoromethyl)isoxazol-3-yl)prop-2-ynyloxy)benzaldehyde), Cl.NO (hydroxylamine hydrochloride), C(C)(=O)[O-].[Na+] (sodium acetate). The solvent is CO (methanol). Product: BrC1=CC(=C(/C=N/O)C=C1)OCC#CC1=NOC(=C1C(F)(F)F)C1=CC=CC=C1 ((E)-4-bromo-2-(3-(5-phenyl-4-(trifluoromethyl)isoxazol-3-yl)prop-2-ynyloxy)benzaldehyde oxime). Yield: 96.4%. Reaction SMILES: [Br:1][C:2]1[CH:9]=[CH:8][C:5]([CH:6]=O)=[C:4]([O:10][CH2:11][C:12]#[C:13][C:14]2[C:18]([C:19]([F:22])([F:21])[F:20])=[C:17]([C:23]3[CH:28]=[CH:27][CH:26]=[CH:25][CH:24]=3)[O:16][N:15]=2)[CH:3]=1.Cl.[NH2:30][OH:31].C([O-])(=O)C.[Na+]>CO>[Br:1][C:2]1[CH:9]=[CH:8][C:5](/[CH:6]=[N:30]/[OH:31])=[C:4]([O:10][CH2:11][C:12]#[C:13][C:14]2[C:18]([C:19]([F:21])([F:20])[F:22])=[C:17]([C:23]3[CH:24]=[CH:25][CH:26]=[CH:27][CH:28]=3)[O:16][N:15]=2)[CH:3]=1 |f:1.2,3.4|. Procedure: A mixture of 4-bromo-2-(3-(5-phenyl-4-(trifluoromethyl)isoxazol-3-yl)prop-2-ynyloxy)benzaldehyde (Preparation 62D, 0.050 g, 0.111 mmol), hydroxylamine hydrochloride (9.26 mg, 0.133 mmol), and sodium acetate (0.018 g, 0.222 mmol) in methanol (2.0 mL) was heated at reflux for 30 min. The solvent was removed under reduce pressure, and the residue was diluted with dichloromethane, washed with water, and dried over anhydrous sodium sulfate. Concentration under reduced pressure afforded (E)-4-bromo-2-...